From a dataset of the Open Reaction Database (ORD), a public repository of structured organic reaction records. describe an organic reaction: reactants, conditions, products, and yield Reactants: [BH4-], CO, Cc1c(C(=O)C(C)C)oc2cccc(F)c12, [Na+], C1CCOC1. The product is Cc1c(C(O)C(C)C)oc2cccc(F)c12. Reaction SMILES: [BH4-:17].[CH3:24][OH:25].[F:1][c:2]1[cH:3][cH:4][cH:5][c:6]2[c:7]1[c:8]([CH3:16])[c:9]([C:11]([CH:12]([CH3:13])[CH3:14])=[O:15])[o:10]2.[Na+:18].[O:19]1[CH2:20][CH2:21][CH2:22][CH2:23]1>>[F:1][c:2]1[cH:3][cH:4][cH:5][c:6]2[c:7]1[c:8]([CH3:16])[c:9]([CH:11]([CH:12]([CH3:13])[CH3:14])[OH:15])[o:10]2. The reactants are OC1=C(C=C2C(=NC=NC2=C1)OC=1C=C2C=CNC2=CC1)OC (7-hydroxy-4-(1H-indol-5-yloxy)-6-methoxyquinazoline), C([O-])([O-])=O (carbonate), C1(=CC=C(C=C1)S(=O)(=O)C[C@H]1CCC(N1)=O)C ((5R)-5-(p-toluenesulphonylmethyl)-2-pyrrolidinone). Solvent: CN(C)C=O (DMF). Reaction conditions: temperature 90 celsius. Yields the product N1C=CC2=CC(=CC=C12)OC1=NC=NC2=CC(=C(C=C12)OC)OC[C@H]1CCC(N1)=O ((5R)-4-(1H-indol-5-yloxy)-6-methoxy-7-(2-oxopyrrolidin-5-ylmethoxy)quinazoline). The yield is 6.7%. As a reaction SMILES: [OH:1][C:2]1[CH:11]=[C:10]2[C:5]([C:6]([O:12][C:13]3[CH:14]=[C:15]4[C:19](=[CH:20][CH:21]=3)[NH:18][CH:17]=[CH:16]4)=[N:7][CH:8]=[N:9]2)=[CH:4][C:3]=1[O:22][CH3:23].C(=O)([O-])[O-].C1(C)C=CC(S([CH2:37][C@@H:38]2[NH:42][C:41](=[O:43])[CH2:40][CH2:39]2)(=O)=O)=CC=1>CN(C=O)C>[NH:18]1[C:19]2[C:15](=[CH:14][C:13]([O:12][C:6]3[C:5]4[C:10](=[CH:11][C:2]([O:1][CH2:37][C@@H:38]5[NH:42][C:41](=[O:43])[CH2:40][CH2:39]5)=[C:3]([O:22][CH3:23])[CH:4]=4)[N:9]=[CH:8][N:7]=3)=[CH:21][CH:20]=2)[CH:16]=[CH:17]1. Procedure: To a solution of 7-hydroxy-4-(1H-indol-5-yloxy)-6-methoxyquinazoline (800 mg, 2.6 mmol), (prepared as described for the starting material in Example 107), in DMF (20 ml) was added powdered potassuim carbonate (1.08 g, 7.8 mmol) and (5R)-5-(p-toluenesulphonylmethyl)-2-pyrrolidinone (1.13 g, 4.2 mmol). The reaction was then heated at 90° C. for 4 hours. The inorganic material was filtered off and the DMF removed by evaporation. The residue was then purified by chromatography eluting from methylene... Starting materials: C(=O)NC=1SC=C(N1)C(C(=O)NC1[C@@H]2N(C(=CCS2)C(=O)O)C1=O)=NOC (7-{2-(2-formamido-4-thiazolyl)-2-methoxyiminoacetamido}-3-cephem-4-carboxylic acid), Cl (hydrochloric acid). The solvent is CO (methanol). Yields the product NC=1SC=C(N1)C(C(=O)NC1[C@@H]2N(C(=CCS2)C(=O)O)C1=O)=NOC (7-{2-(2-amino-4-thiazolyl)-2-methoxyiminoacetamido}-3-cephem-4-carboxylic acid). The yield is 81.5%. RXN SMILES: C([NH:3][C:4]1[S:5][CH:6]=[C:7]([C:9](=[N:25][O:26][CH3:27])[C:10]([NH:12][CH:13]2[C:23](=[O:24])[N:15]3[C:16]([C:20]([OH:22])=[O:21])=[CH:17][CH2:18][S:19][C@H:14]23)=[O:11])[N:8]=1)=O.Cl>CO>[NH2:3][C:4]1[S:5][CH:6]=[C:7]([C:9](=[N:25][O:26][CH3:27])[C:10]([NH:12][CH:13]2[C:23](=[O:24])[N:15]3[C:16]([C:20]([OH:22])=[O:21])=[CH:17][CH2:18][S:19][C@H:14]23)=[O:11])[N:8]=1. Reported procedure: The solution of 7-{2-(2-formamido-4-thiazolyl)-2-methoxyiminoacetamido}-3-cephem-4-carboxylic acid (syn isomer 10.8 g.), conc. hydrochloric acid (11 g.) and methanol (350 ml.) was stirred at room temperature for 4 hours. After concentrating the resultant solution under reduced pressure, ethyl acetate was added to the residue. The solution was adjusted to pH 8.0 with a saturated aqueous solution of sodium bicarbonate and the aqueous layer was separated and washed with diethyl ether. After nitroge... Procedure: To an 8 mL vial charged with (R)-1-(3-amino-1-trityl-1H-pyrazolo[4,3-c]pyridin-6-yl)-3-(1-phenylethyl)urea (20 mg, 0.037 mmol) in DCM (1 ml) was added pyridine (0.1 ml) followed by ethyl chloroformate (10.70 μl, 0.111 mmol). The vial was capped and the contents stirred at room temperature for 16 h. Un-reacted chloroformate was quenched by adding MP-Trisamine (91 mg, 0.186 mmol) and tumbling the vial for an additional 3 h. The resin was filtered and the volatiles removed in vacuo to afford crude ... Solvent: C(Cl)Cl (DCM). Starting materials: C(C(CO)(CO)N)O (Trisamine), NC1=NN(C2=C1C=NC(=C2)NC(=O)N[C@H](C)C2=CC=CC=C2)C(C2=CC=CC=C2)(C2=CC=CC=C2)C2=CC=CC=C2 ((R)-1-(3-amino-1-trityl-1H-pyrazolo[4,3-c]pyridin-6-yl)-3-(1-phenylethyl)urea), ClC(=O)OCC (ethyl chloroformate), N1=CC=CC=C1 (pyridine). Run at time 16 hour. Product: C(C)OC(NC1=NN(C2=C1C=NC(=C2)NC(=O)N[C@H](C)C2=CC=CC=C2)C(C2=CC=CC=C2)(C2=CC=CC=C2)C2=CC=CC=C2)=O ((R)-ethyl(6-(3-(1-phenylethyl)ureido)-1-trityl-1H-pyrazolo[4,3-c]pyridin-3-yl)carbamate). As a reaction SMILES: [NH2:1][C:2]1[C:6]2[CH:7]=[N:8][C:9]([NH:11][C:12]([NH:14][C@@H:15]([C:17]3[CH:22]=[CH:21][CH:20]=[CH:19][CH:18]=3)[CH3:16])=[O:13])=[CH:10][C:5]=2[N:4]([C:23]([C:36]2[CH:41]=[CH:40][CH:39]=[CH:38][CH:37]=2)([C:30]2[CH:35]=[CH:34][CH:33]=[CH:32][CH:31]=2)[C:24]2[CH:29]=[CH:28][CH:27]=[CH:26][CH:25]=2)[N:3]=1.N1C=CC=CC=1.Cl[C:49]([O:51][CH2:52][CH3:53])=[O:50].C(O)C(N)(CO)CO>C(Cl)Cl>[CH2:52]([O:51][C:49](=[O:50])[NH:1][C:2]1[C:6]2[CH:7]=[N:8][C:9]([NH:11][C:12]([NH:14][C@@H:15]([C:17]3[CH:22]=[CH:21][CH:20]=[CH:19][CH:18]=3)[CH3:16])=[O:13])=[CH:10][C:5]=2[N:4]([C:23]([C:24]2[CH:25]=[CH:26][CH:27]=[CH:28][CH:29]=2)([C:36]2[CH:41]=[CH:40][CH:39]=[CH:38][CH:37]=2)[C:30]2[CH:31]=[CH:32][CH:33]=[CH:34][CH:35]=2)[N:3]=1)[CH3:53]. Reactants: O.[OH-].[Li+] (lithium hydroxide monohydrate), COC(COC1=C(C=C(C=C1)OCC1=CC(=CC(=C1)C1=CC=C(C=C1)C(F)(F)F)C1=CC=C(C=C1)C(F)(F)F)C)=O ([4-(3,5-bis(4-trifluoromethylphenyl)-benzyloxy)-2-methyl-phenoxy]-acetic acid methyl ester), O (water). The solvent is O1CCOCC1 (dioxane). Conditions: time 1 hour. Yields the product FC(C1=CC=C(C=C1)C=1C=C(COC2=CC(=C(OCC(=O)O)C=C2)C)C=C(C1)C1=CC=C(C=C1)C(F)(F)F)(F)F ([4-(3,5-bis(4-trifluoromethylphenyl)-benzyloxy)-2-methyl-phenoxy]-acetic acid). As a reaction SMILES: C[O:2][C:3](=[O:41])[CH2:4][O:5][C:6]1[CH:11]=[CH:10][C:9]([O:12][CH2:13][C:14]2[CH:19]=[C:18]([C:20]3[CH:25]=[CH:24][C:23]([C:26]([F:29])([F:28])[F:27])=[CH:22][CH:21]=3)[CH:17]=[C:16]([C:30]3[CH:35]=[CH:34][C:33]([C:36]([F:39])([F:38])[F:37])=[CH:32][CH:31]=3)[CH:15]=2)=[CH:8][C:7]=1[CH3:40].O.[OH-].[Li+].O>O1CCOCC1>[F:27][C:26]([F:28])([F:29])[C:23]1[CH:24]=[CH:25][C:20]([C:18]2[CH:19]=[C:14]([CH:15]=[C:16]([C:30]3[CH:35]=[CH:34][C:33]([C:36]([F:39])([F:37])[F:38])=[CH:32][CH:31]=3)[CH:17]=2)[CH2:13][O:12][C:9]2[CH:10]=[CH:11][C:6]([O:5][CH2:4][C:3]([OH:41])=[O:2])=[C:7]([CH3:40])[CH:8]=2)=[CH:21][CH:22]=1 |f:1.2.3|. Procedure: The crude [4-(3,5-bis(4-trifluoromethylphenyl)-benzyloxy)-2-methyl-phenoxy]-acetic acid methyl ester from Step A above is dissolved in dioxane (2 mL). Solid lithium hydroxide monohydrate (18 mg, 0.44 mmol, excess) is added, followed by water (0.2 mL). After 1 hour, the mixture is concentrated to dryness. Purification by reversed-phase HPLC yields [4-(3,5-bis(4-trifluoromethylphenyl)-benzyloxy)-2-methyl-phenoxy]-acetic acid A1 as a solid. 1H-NMR (400 MHz, CDCl3) δ=7.67 (m, 9H), 7.61 (s, 2H), 6.82... The reactants are [OH-].[Na+] (NaOH), CC=1N(C=CN1)C1=CC=C(C=C1)SC=1C=C(C=CC1)C1(CCOCC1)C(=O)OC (methyl 4-[3-[4-(2-methylimidazol-1-yl)phenylthio]phenyl]-3,4,5,6-tetrahydro-2H-pyran-4-carboxylate), [H-].[H-].[H-].[H-].[Li+].[Al+3] (LAH), O (water). Solvent: Cl (HCl). The product is CC=1N(C=CN1)C1=CC=C(C=C1)SC=1C=C(C=CC1)C1(CCOCC1)CO ([4-[3-[4-(2-Methylimidazol-1-yl)phenylthio]phenyl]-3,4,5,6-tetrahydro2H-pyran-4yl]methanol). Isolated yield 67.5%. As a reaction SMILES: [CH3:1][C:2]1[N:3]([C:7]2[CH:12]=[CH:11][C:10]([S:13][C:14]3[CH:15]=[C:16]([C:20]4([C:26](OC)=[O:27])[CH2:25][CH2:24][O:23][CH2:22][CH2:21]4)[CH:17]=[CH:18][CH:19]=3)=[CH:9][CH:8]=2)[CH:4]=[CH:5][N:6]=1.[H-].[H-].[H-].[H-].[Li+].[Al+3].O.[OH-].[Na+]>Cl>[CH3:1][C:2]1[N:3]([C:7]2[CH:12]=[CH:11][C:10]([S:13][C:14]3[CH:15]=[C:16]([C:20]4([CH2:26][OH:27])[CH2:25][CH2:24][O:23][CH2:22][CH2:21]4)[CH:17]=[CH:18][CH:19]=3)=[CH:9][CH:8]=2)[CH:4]=[CH:5][N:6]=1 |f:1.2.3.4.5.6,8.9|. Reported procedure: To a stirred solution of methyl 4-[3-[4-(2-methylimidazol-1-yl)phenylthio]phenyl]-3,4,5,6-tetrahydro-2H-pyran-4-carboxylate(359 mg,0.9 mmol) was added LAH (80 mg, 2.0 mmol) at 0° C. After completion of addition, the mixture was allowed to warm to room temperature. To the reaction mixture was carefully added water (1 ml), and the resulting solids were dissolved in 1N aqueous HCl and the aqueous solution was basified with 1N aqueous NaOH. The aqueous mixture was extracted with ethyl acetate (30 ml... Reactants: CCN=C=NCCCN(C)C, ClCCl, Cl, COc1cc(N)c(Cl)cc1C(=O)O, NCCCC1CN(Cc2ccccc2)CCO1. The product is COc1cc(N)c(Cl)cc1C(=O)NCCCC1CN(Cc2ccccc2)CCO1. Reaction SMILES: [CH2:32]([N:33]=[C:34]=[N:35][CH2:36][CH2:37][CH2:38][N:39]([CH3:40])[CH3:41])[CH3:42].[Cl:43][CH2:44][Cl:45].[ClH:31].[NH2:18][c:19]1[cH:20][c:21]([O:29][CH3:30])[c:22]([C:23](=[O:24])[OH:25])[cH:26][c:27]1[Cl:28].[NH2:1][CH2:2][CH2:3][CH2:4][CH:5]1[O:6][CH2:7][CH2:8][N:9]([CH2:11][c:12]2[cH:13][cH:14][cH:15][cH:16][cH:17]2)[CH2:10]1>>[NH:1]([CH2:2][CH2:3][CH2:4][CH:5]1[O:6][CH2:7][CH2:8][N:9]([CH2:11][c:12]2[cH:13][cH:14][cH:15][cH:16][cH:17]2)[CH2:10]1)[C:23]([c:22]1[c:21]([O:29][CH3:30])[cH:20][c:19]([NH2:18])[c:27]([Cl:28])[cH:26]1)=[O:24].